This data is from the Open Reaction Database (ORD), a public repository of structured organic reaction records. The task is: describe an organic reaction: reactants, conditions, products, and yield The reactants are Cl (hydrochloric acid), FC1=CC=C(C(=O)C(CC(=O)O)C)C=C1 (3-(4-fluorobenzoyl)butanoic acid), OC1=CC=NC=C1 (4-hydroxypridine), [OH-].[Na+] (sodium hydroxide). Run in O (water). Yields the product O=C1C=CN(C=C1)C1=CC=C(C(=O)C(CC(=O)O)C)C=C1 (3-[4-(4-oxo-1,4-dihydropyridin-1-yl)benzoyl]butanoic acid). As a reaction SMILES: F[C:2]1[CH:15]=[CH:14][C:5]([C:6]([CH:8]([CH3:13])[CH2:9][C:10]([OH:12])=[O:11])=[O:7])=[CH:4][CH:3]=1.[OH:16][C:17]1[CH:22]=[CH:21][N:20]=[CH:19][CH:18]=1.[OH-].[Na+].Cl>O>[O:16]=[C:17]1[CH:22]=[CH:21][N:20]([C:2]2[CH:15]=[CH:14][C:5]([C:6]([CH:8]([CH3:13])[CH2:9][C:10]([OH:12])=[O:11])=[O:7])=[CH:4][CH:3]=2)[CH:19]=[CH:18]1 |f:2.3|. Reported procedure: A solution of 3-(4-fluorobenzoyl)butanoic acid (8 g), 4-hydroxypridine (8 g) and sodium hydroxide (4.6 g) in water (80 ml) was heated in an autoclave at 140° C. for 20 hours. The reaction mixture was cooled and on acidification to pH3 with dilute hydrochloric acid afforded as a white crystalline precipitate 3-[4-(4-oxo-1,4-dihydropyridin-1-yl)benzoyl]butanoic acid, 9.45 g, m.p. 250°-252° C. Yields the product O=C(O)COc1ccc(CCc2nc(-c3ccccc3)c(-c3ccccc3)o2)cc1. Reaction SMILES: [CH3:34][OH:35].[Na+:33].[OH-:32].[c:1]1(-[c:7]2[n:8][c:9]([CH2:18][CH2:19][c:20]3[cH:21][cH:22][c:23]([O:24][CH2:25][C:26](=[O:27])[O:28][CH3:29])[cH:30][cH:31]3)[o:10][c:11]2-[c:12]2[cH:13][cH:14][cH:15][cH:16][cH:17]2)[cH:2][cH:3][cH:4][cH:5][cH:6]1>>[c:1]1(-[c:7]2[n:8][c:9]([CH2:18][CH2:19][c:20]3[cH:21][cH:22][c:23]([O:24][CH2:25][C:26](=[O:27])[OH:28])[cH:30][cH:31]3)[o:10][c:11]2-[c:12]2[cH:13][cH:14][cH:15][cH:16][cH:17]2)[cH:2][cH:3][cH:4][cH:5][cH:6]1. The reactants are CO, [Na+], [OH-], COC(=O)COc1ccc(CCc2nc(-c3ccccc3)c(-c3ccccc3)o2)cc1. The reactants are BrC=1C=C(C=CC1)C1(N=C(C2=C(C=CC=C12)F)N)C1=CC(=NC=C1)OC (1-(3-bromophenyl)-4-fluoro-1-(2-methoxypyridin-4-yl)-1H-isoindol-3-amine), COC1=CC(=NC=C1)[Sn](CCCC)(CCCC)CCCC (4-methoxy-2-(tributylstannyl)pyridine). Product: FC1=C2C(=NC(C2=CC=C1)(C1=CC(=NC=C1)OC)C1=CC(=CC=C1)C1=NC=CC(=C1)OC)N (4-Fluoro-1-(3-(4-methoxypyridin-2-yl)phenyl)-1-(2-methoxypyridin-4-yl)-1H-isoindol-3-amine). Yield: 13.0%. Reaction SMILES: Br[C:2]1[CH:3]=[C:4]([C:8]2([C:19]3[CH:24]=[CH:23][N:22]=[C:21]([O:25][CH3:26])[CH:20]=3)[C:16]3[C:11](=[C:12]([F:17])[CH:13]=[CH:14][CH:15]=3)[C:10]([NH2:18])=[N:9]2)[CH:5]=[CH:6][CH:7]=1.[CH3:27][O:28][C:29]1[CH:34]=[CH:33][N:32]=[C:31]([Sn](CCCC)(CCCC)CCCC)[CH:30]=1>>[F:17][C:12]1[CH:13]=[CH:14][CH:15]=[C:16]2[C:11]=1[C:10]([NH2:18])=[N:9][C:8]2([C:4]1[CH:5]=[CH:6][CH:7]=[C:2]([C:31]2[CH:30]=[C:29]([O:28][CH3:27])[CH:34]=[CH:33][N:32]=2)[CH:3]=1)[C:19]1[CH:24]=[CH:23][N:22]=[C:21]([O:25][CH3:26])[CH:20]=1. Reported procedure: The title compound was synthesized as described in Example 29 in 13% yield starting from 1-(3-bromophenyl)-4-fluoro-1-(2-methoxypyridin-4-yl)-1H-isoindol-3-amine (0.150 g, 0.36 mmol) and 4-methoxy-2-(tributylstannyl)pyridine (0.188 g, 0.47 mmol).